The task is: describe an organic reaction: reactants, conditions, products, and yield. This data is from the Open Reaction Database (ORD), a public repository of structured organic reaction records. The reactants are C(#N)N=C(NC=1C=CC2=C(CCC(CC2)NC(=O)OC(C)(C)C)C1)OC1=CC=CC=C1 (Phenyl N′-cyano-N-(7-(t-butoxycarbonylamino)-6,7,8,9-tetrahydro-5H-benzo[7]annulene-2-yl)carbamimidate), C1=CC=C(C=C1)OC(=NC#N)OC2=CC=CC=C2 (diphenyl cyanocarbonimidate). The reagents and catalysts are [H][H].[Pd] (H2 Pd). Run in C(C)(C)O (isopropanol). Run at time 8 hour. Yields the product C(#N)N=C(NC=1C=CC2=C(CC[C@H](CC2)N)C1)OC1=CC=CC=C1 (phenyl (7S)—N′-cyano-N-(7-amino-6,7,8,9-tetrahydro-5H-benzo[7]annulene-2-yl)carbamimidate). As a reaction SMILES: [C:1]([N:3]=[C:4]([O:25][C:26]1[CH:31]=[CH:30][CH:29]=[CH:28][CH:27]=1)[NH:5][C:6]1[CH:7]=[CH:8][C:9]2[CH2:15][CH2:14][CH:13]([NH:16]C(OC(C)(C)C)=O)[CH2:12][CH2:11][C:10]=2[CH:24]=1)#[N:2].C1C=CC(OC(OC2C=CC=CC=2)=NC#N)=CC=1>C(O)(C)C.[H][H].[Pd]>[C:1]([N:3]=[C:4]([O:25][C:26]1[CH:31]=[CH:30][CH:29]=[CH:28][CH:27]=1)[NH:5][C:6]1[CH:7]=[CH:8][C:9]2[CH2:15][CH2:14][C@H:13]([NH2:16])[CH2:12][CH2:11][C:10]=2[CH:24]=1)#[N:2] |f:3.4|. Procedure details: The single enantiomer was then BOC-protected, the nitro group reduced by treatment with H2/Pd and the primary aniline treated with diphenyl cyanocarbonimidate (slight excess) in 20 mL of isopropanol with stirring at ambient temperature overnight. The solid was filtered, washed with isopropanol and ether and dried to give phenyl (7S)—N′-cyano-N-(7-amino-6,7,8,9-tetrahydro-5H-benzo[7]annulene-2-yl)carbamimidate, as a white solid in high yield (from the single enantiomer via transamination). Procedure details: To a solution of (4S,5R)-4-methyl-5-phenyl-2-oxazolidinone (9.7 g) [prepared according to the procedures in Evans, D. A.; Mathre, D. J.; Scott, W. L. J. Org. Chem. 1985, 50, 1830-1835] in 100 mL of THF cooled to -78° C. with stirring, was added 35.6 mL of n-butyllithium (1.6M in hexane) until the orange-red color of the di-anion just persisted. The reaction mixture was then treated with 7.0 mL (7.7 g) of distilled 4-methylpentanoyl chloride, warmed to 0° C. and stirred for 30 min. Then 20 mL of ... Run in C1CCOC1 (THF). Isolated yield 96.2%. Reactants: C[C@@H]1NC(O[C@@H]1C1=CC=CC=C1)=O ((4S,5R)-4-methyl-5-phenyl-2-oxazolidinone), C(=O)([O-])[O-].[K+].[K+] (K2CO3), resultant two-phase, C(CCC)[Li] (n-butyllithium), CC(CCC(=O)Cl)C (4-methylpentanoyl chloride). The product is O=C(CCC(C)C)N1C(O[C@@H]([C@@H]1C)C1=CC=CC=C1)=O ((4S,5R)-3-(1-oxo-4-methylpentyl)-4-methyl-5-phenyl-2-oxazolidinone). Reaction SMILES: [CH3:1][C@H:2]1[C@@H:6]([C:7]2[CH:12]=[CH:11][CH:10]=[CH:9][CH:8]=2)[O:5][C:4](=[O:13])[NH:3]1.C([Li])CCC.[CH3:19][CH:20]([CH3:26])[CH2:21][CH2:22][C:23](Cl)=[O:24].C([O-])([O-])=O.[K+].[K+]>C1COCC1>[O:24]=[C:23]([N:3]1[C@@H:2]([CH3:1])[C@@H:6]([C:7]2[CH:12]=[CH:11][CH:10]=[CH:9][CH:8]=2)[O:5][C:4]1=[O:13])[CH2:22][CH2:21][CH:20]([CH3:26])[CH3:19] |f:3.4.5|. Reaction conditions: temperature 0 celsius. The reactants are FC(=C1[C@]2(C)[C@@H](CC1)[C@@H]1CCC=3C=C(C=CC3C1=CC2)OC2OCCCC2)F (17-difluoromethylene-3-tetrahydropyranyloxy-estra-1,3,5(10),9(1l)-tetraene), C(C(=O)O)(=O)O (oxalic acid). The solvent is CO (methanol), O (water). Yields the product FC(=C1[C@]2(C)[C@@H](CC1)[C@@H]1CCC=3C=C(C=CC3C1=CC2)O)F (17-difluoromethylene-estra-1,3,5(10),9(11)-tetraen-3-ol). Yield: 71.0%. RXN SMILES: [F:1][C:2]([F:28])=[C:3]1[CH2:8][CH2:7][C@H:6]2[C@H:9]3[C:18](=[CH:19][CH2:20][C@:4]12[CH3:5])[C:17]1[CH:16]=[CH:15][C:14]([O:21]C2CCCCO2)=[CH:13][C:12]=1[CH2:11][CH2:10]3.C(O)(=O)C(O)=O>CO.O>[F:1][C:2]([F:28])=[C:3]1[CH2:8][CH2:7][C@H:6]2[C@H:9]3[C:18](=[CH:19][CH2:20][C@:4]12[CH3:5])[C:17]1[CH:16]=[CH:15][C:14]([OH:21])=[CH:13][C:12]=1[CH2:11][CH2:10]3. Procedure details: A suspension of 900 mg of 17-difluoromethylene-3-tetrahydropyranyloxy-estra-1,3,5(10),9(1l)-tetraene in 19 ml of methanol and 1.9 ml of water is refluxed with 900 mg of oxalic acid for 0.5 hour at a bath temperature of 100° C. Then, it is concentrated by evaporation in a vacuum diluted with ethyl acetate, washed three times with water, once with sodium bicarbonate solution as well as with saturated sodium chloride solution, dried on sodium sulfate, concentrated by evaporation in a vacuum and chr... Procedure details: A suspension of the product from stage (a) (0.7 g) in polyphosphate ester (7 g) and chlorform (14 ml) was heated at reflux for 5 min. and then poured onto ice. The resulting suspension was stirred with ice for 20 min., then extracted with chloroform (4×20 ml) and the extract dried. Solvent was then removed and the residue purified by column chromatography (G). The title compound was obtained as a reddish semi-solid (0.38 g) which was impure and was employed directly in the next stage. The reactants are C(#N)CCC=NNC1=CC=C(C=C1)CS(=O)(=O)NC (4-[2-(3-Cyanopropylidene)hydrazino]-N-methylbenzenemethanesulphonamide). Solvent: polyphosphate ester, C(Cl)(Cl)Cl (chlorform). Reaction SMILES: C(CCC=N[NH:7][C:8]1[CH:13]=[CH:12][C:11]([CH2:14][S:15]([NH:18][CH3:19])(=[O:17])=[O:16])=[CH:10][CH:9]=1)#N>C(Cl)(Cl)Cl>[C:8]([CH2:9][C:10]1[C:9]2[C:8](=[CH:13][CH:12]=[C:11]([CH2:14][S:15]([NH:18][CH3:19])(=[O:16])=[O:17])[CH:10]=2)[NH:7][CH:11]=1)#[N:7]. Product: C(#N)CC1=CNC2=CC=C(C=C12)CS(=O)(=O)NC (3-(Cyanomethyl)-N-methyl-1H-indole-5-methanesulphonamide), semi-solid. Run at time 20 minute. Starting materials: C(#N)C=1C=C(OCN2C=CC3=CC=C(C=C23)NC(CC(C)=O)=O)C=CC1 (N-(1-((3-cyanophenoxy)methyl)-1H-indol-6-yl)-3-oxobutanamide), N (ammonia). Run in CO (MeOH). Run at time 8 hour. Yields the product N\C(=C/C(=O)NC1=CC=C2C=CN(C2=C1)COC1=CC(=CC=C1)C#N)\C ((Z)-3-amino-N-(1-((3-cyanophenoxy)methyl)-1H-indol-6-yl)but-2-enamide). As a reaction SMILES: [C:1]([C:3]1[CH:4]=[C:5]([CH:24]=[CH:25][CH:26]=1)[O:6][CH2:7][N:8]1[C:16]2[C:11](=[CH:12][CH:13]=[C:14]([NH:17][C:18](=[O:23])[CH2:19][C:20](=O)[CH3:21])[CH:15]=2)[CH:10]=[CH:9]1)#[N:2].[NH3:27]>CO>[NH2:27]/[C:20](/[CH3:21])=[CH:19]\[C:18]([NH:17][C:14]1[CH:15]=[C:16]2[C:11]([CH:10]=[CH:9][N:8]2[CH2:7][O:6][C:5]2[CH:24]=[CH:25][CH:26]=[C:3]([C:1]#[N:2])[CH:4]=2)=[CH:12][CH:13]=1)=[O:23]. Procedure: A mixture of N-(1-((3-cyanophenoxy)methyl)-1H-indol-6-yl)-3-oxobutanamide (1.04 g, 2.99 mmol), MeOH (20 mL) and ammonia (20 mL) was stirred at rt overnight. The mixture was concentrated in vacuo to give the title compound, which was used for next step without further purification. As a reaction SMILES: [BH4-:11].[CH3:13][OH:14].[CH3:1][O:2][c:3]1[c:4]([CH:9]=[O:10])[cH:5][n:6][cH:7][cH:8]1.[Na+:12]>>[CH3:1][O:2][c:3]1[c:4]([CH2:9][OH:10])[cH:5][n:6][cH:7][cH:8]1. The product is COc1ccncc1CO. Reactants: [BH4-], CO, COc1ccncc1C=O, [Na+]. Run at time 8 hour. Reaction SMILES: [Cl:1][C:2]1[CH:7]=[C:6]([N+:8]([O-:10])=[O:9])[CH:5]=[CH:4][C:3]=1[CH2:11]O.[Br:13]P(Br)Br>ClCCl>[Br:13][CH2:11][C:3]1[CH:4]=[CH:5][C:6]([N+:8]([O-:10])=[O:9])=[CH:7][C:2]=1[Cl:1]. Product: BrCC1=C(C=C(C=C1)[N+](=O)[O-])Cl (1-(bromomethyl)-2-chloro-4-nitrobenzene). Run in ClCCl (dichloromethane). Reactants: ClC1=C(C=CC(=C1)[N+](=O)[O-])CO ((2-chloro-4-nitrophenyl)methanol), BrP(Br)Br (Tribromophosphane). Procedure details: (2-chloro-4-nitrophenyl)methanol (707 mg, 3.73 mmol) was dissolved in dichloromethane (15 mL) at 0° C. under nitrogen. Tribromophosphane (0.7 mL, 7.46 mmol) was added dropwise. The resulting mixture was stirred at room temperature overnight. The reaction was quenched by addition of 10% NaHCO3 solution (2 mL). After 10 minutes, Na2SO4 (15 g) was added. The solvent was filtered and evaporated to provide 1-(bromomethyl)-2-chloro-4-nitrobenzene, which was used without further purification. The reactants are NC1=CC=C(C=N1)C(C#N)(C)C (2-(6-Aminopyridin-3-yl)-2-methylpropanenitrile), BrC=1C(N(C=C(C1)Br)C)=O (3,5-dibromo-1-methylpyridin-2(1H)-one), CC1(C2=C(C(=CC=C2)P(C3=CC=CC=C3)C4=CC=CC=C4)OC5=C(C=CC=C51)P(C6=CC=CC=C6)C7=CC=CC=C7)C (XantPhos), C([O-])([O-])=O.[Cs+].[Cs+] (cesium carbonate). The reagents and catalysts are C=1C=CC(=CC1)/C=C/C(=O)/C=C/C2=CC=CC=C2.C=1C=CC(=CC1)/C=C/C(=O)/C=C/C2=CC=CC=C2.C=1C=CC(=CC1)/C=C/C(=O)/C=C/C2=CC=CC=C2.[Pd].[Pd] (Pd2(dba)3). The solvent is O1CCOCC1 (1,4-dioxane). Conditions: temperature 100 celsius. Yields the product BrC=1C=C(C(N(C1)C)=O)NC1=CC=C(C=N1)C(C#N)(C)C (2-(6-(5-Bromo-1-methyl-2-oxo-1,2-dihydropyridin-3-ylamino)pyridin-3-yl)-2-methylpropanenitrile). The yield is 38.4%. As a reaction SMILES: [NH2:1][C:2]1[N:7]=[CH:6][C:5]([C:8]([CH3:12])([CH3:11])[C:9]#[N:10])=[CH:4][CH:3]=1.Br[C:14]1[C:15](=[O:22])[N:16]([CH3:21])[CH:17]=[C:18]([Br:20])[CH:19]=1.CC1(C)C2C(=C(P(C3C=CC=CC=3)C3C=CC=CC=3)C=CC=2)OC2C(P(C3C=CC=CC=3)C3C=CC=CC=3)=CC=CC1=2.C(=O)([O-])[O-].[Cs+].[Cs+]>C1C=CC(/C=C/C(/C=C/C2C=CC=CC=2)=O)=CC=1.C1C=CC(/C=C/C(/C=C/C2C=CC=CC=2)=O)=CC=1.C1C=CC(/C=C/C(/C=C/C2C=CC=CC=2)=O)=CC=1.[Pd].[Pd].O1CCOCC1>[Br:20][C:18]1[CH:19]=[C:14]([NH:1][C:2]2[N:7]=[CH:6][C:5]([C:8]([CH3:12])([CH3:11])[C:9]#[N:10])=[CH:4][CH:3]=2)[C:15](=[O:22])[N:16]([CH3:21])[CH:17]=1 |f:3.4.5,6.7.8.9.10|. Procedure: A 100-mL single-neck round-bottomed flask equipped with a magnetic stirrer and a reflux condenser was charged with 1,4-dioxane (35 mL), 156c (483 mg, 3.0 mmol), 3,5-dibromo-1-methylpyridin-2(1H)-one (1.6 g, 6.0 mmol), Pd2(dba)3 (274.5 mg, 0.30 mmol), XantPhos (346.8 mg, 0.60 mmol), and cesium carbonate (4.59 g, 15 mmol). After three cycles of vacuum/argon flush, the mixture was heated at 100° C. for 3 h. After this time the reaction was cooled to room temperature and filtered. The filtrate was e... Starting materials: C1CCOC1, CCOC(=O)N=NC(=O)OCC, CCOC(=O)CC(C)(C)Cc1ccc(O)c(OC)c1, [O-][n+]1ccccc1NCCCO, c1ccc(P(c2ccccc2)c2ccccc2)cc1. Product: CCOC(=O)CC(C)(C)Cc1ccc(OCCCNc2cccc[n+]2[O-])c(OC)c1. Reaction SMILES: [CH2:63]1[O:64][CH2:65][CH2:66][CH2:67]1.[O:1]=[C:2]([O:3][CH2:4][CH3:5])[N:6]=[N:7][C:8]([O:9][CH2:10][CH3:11])=[O:12].[OH:13][c:14]1[c:15]([O:30][CH3:31])[cH:16][c:17]([CH2:20][C:21]([CH2:22][C:23](=[O:24])[O:25][CH2:26][CH3:27])([CH3:28])[CH3:29])[cH:18][cH:19]1.[OH:51][CH2:52][CH2:53][CH2:54][NH:55][c:56]1[n+:57]([O-:62])[cH:58][cH:59][cH:60][cH:61]1.[c:32]1([P:33]([c:34]2[cH:35][cH:36][cH:37][cH:38][cH:39]2)[c:40]2[cH:41][cH:42][cH:43][cH:44][cH:45]2)[cH:46][cH:47][cH:48][cH:49][cH:50]1>>[O:13]([c:14]1[c:15]([O:30][CH3:31])[cH:16][c:17]([CH2:20][C:21]([CH2:22][C:23](=[O:24])[O:25][CH2:26][CH3:27])([CH3:28])[CH3:29])[cH:18][cH:19]1)[CH2:52][CH2:53][CH2:54][NH:55][c:56]1[n+:57]([O-:62])[cH:58][cH:59][cH:60][cH:61]1. Procedure details: Methyl 2-[[(2′-cyanobiphenyl-4-yl)methyl]amino]-3-nitrobenzoate [MBN] (400 kg) obtained in Reference Example 4(3) and tetrahydrofuran [THF] (1080 kg) were mixed, and the MBN solution was stirred. Tin (400 kg) and 35% hydrochloric acid (1322 kg) were mixed, the mixture was stirred at 25 to 30° C. for about 5 hours, warmed to about 80° C. over about 3 hours, and stirred at about 80° C. for about 8 hours. The resulting stannous chloride solution was added dropwise to the MBN solution at 15 to 25° C... Starting materials: [OH-].[Na+] (sodium hydroxide), C(#N)C1=C(C=CC=C1)C1=CC=C(C=C1)CNC1=C(C(=O)OC)C=CC=C1[N+](=O)[O-] (Methyl 2-[[(2′-cyanobiphenyl-4-yl)methyl]amino]-3-nitrobenzoate), [OH-].[Na+] (sodium hydroxide), C(#N)C1=C(C=CC=C1)C1=CC=C(C=C1)CNC1=C(C(=O)OC)C=CC=C1[N+](=O)[O-] (methyl 2-[[(2′-cyanobiphenyl-4-yl)methyl]amino]-3-nitrobenzoate), [Sn] (Tin), Cl (hydrochloric acid), stannous chloride, C(#N)C1=C(C=CC=C1)C1=CC=C(C=C1)CNC1=C(C(=O)OC)C=CC=C1[N+](=O)[O-] (methyl 2-[[(2′-cyanobiphenyl-4-yl)methyl]amino]-3-nitrobenzoate). Solvent: O1CCCC1 (tetrahydrofuran). Run at temperature 27.5 celsius, time 5 hour. The product is NC=1C(=C(C(=O)OC)C=CC1)NCC1=CC=C(C=C1)C1=C(C=CC=C1)C#N (methyl 3-amino-2-[[(2′-cyanobiphenyl-4-yl)methyl]amino]benzoate). Reaction SMILES: [C:1]([C:3]1[CH:8]=[CH:7][CH:6]=[CH:5][C:4]=1[C:9]1[CH:14]=[CH:13][C:12]([CH2:15][NH:16][C:17]2[C:26]([N+:27]([O-])=O)=[CH:25][CH:24]=[CH:23][C:18]=2[C:19]([O:21][CH3:22])=[O:20])=[CH:11][CH:10]=1)#[N:2].[Sn].Cl.[OH-].[Na+]>O1CCCC1>[NH2:27][C:26]1[C:17]([NH:16][CH2:15][C:12]2[CH:13]=[CH:14][C:9]([C:4]3[CH:5]=[CH:6][CH:7]=[CH:8][C:3]=3[C:1]#[N:2])=[CH:10][CH:11]=2)=[C:18]([CH:23]=[CH:24][CH:25]=1)[C:19]([O:21][CH3:22])=[O:20] |f:3.4,^3:29|.